Dataset: the Open Reaction Database (ORD), a public repository of structured organic reaction records. Task: describe an organic reaction: reactants, conditions, products, and yield Reactants: O=C=NC1CC(CN=C=O)(CC(C1)(C)C)C (isophorone diisocyanate), C1(CCCCC1)N=C=O (cyclohexyl isocyanate). The reagents and catalysts are carbodiimidizing catalyst. Product: N=C=N.O=C1C=C(CC(C)(C)C1)C (isophorone carbodiimide). As a reaction SMILES: O=C=N[CH:4]1[CH2:13][C:12]([CH3:15])([CH3:14])[CH2:11][C:6](C)([CH2:7][N:8]=[C:9]=O)[CH2:5]1.C1([N:23]=C=[O:25])CCCCC1>>[NH:23]=[C:9]=[NH:8].[O:25]=[C:4]1[CH2:13][C:12]([CH3:15])([CH3:14])[CH2:11][C:6]([CH3:7])=[CH:5]1 |f:2.3|. Procedure details: Reaction between 500 grams of isophorone diisocyanate and 62.6 grams of cyclohexyl isocyanate was effected in the presence of 5.63 grams of a carbodiimidizing catalyst (3methyl-1-phenyl-2-phospholene-1-oxide) at 180° C. for 24 hours, yielding isophorone carbodiimide having a degree of polymerization of 10. The carbodiimide resin was thoroughly pulverized. To 200 grams of this carbodiimide, 200 grams of distilled water having 1 gram of a nonylphenyl nonionic surfactant (Nonypol) dissolved therein... Starting materials: NC[C@H]1N(CCC[C@H]1C)C(=O)C1=C(C=CC(=C1)C)N1N=C(N=C1)C(F)(F)F (((2S,3R)-2-(aminomethyl)-3-methylpiperidin-1-yl)(5-methyl-2-(3-(trifluoromethyl)-1H-1,2,4-triazol-1-yl)phenyl)methanone), CC=1C=CC(=C(C(=O)O)C1)C1=CC=NN1C (5-methyl-2-(1-methyl-1H-pyrazol-5-yl)benzoic acid). Product: NC[C@H]1N(CCC[C@H]1C)C(=O)C1=C(C=CC(=C1)C)C1=CC=NN1C (((2S,3R)-2-(Aminomethyl)-3-methylpiperidin-1-yl)(5-methyl-2-(1-methyl-1H-pyrazol-5-yl)phenyl)methanone). As a reaction SMILES: [NH2:1][CH2:2][C@@H:3]1[C@H:8]([CH3:9])[CH2:7][CH2:6][CH2:5][N:4]1[C:10]([C:12]1[CH:17]=[C:16]([CH3:18])[CH:15]=[CH:14][C:13]=1N1C=NC(C(F)(F)F)=N1)=[O:11].CC1C=CC([C:38]2[N:42]([CH3:43])[N:41]=[CH:40][CH:39]=2)=C(C=1)C(O)=O>>[NH2:1][CH2:2][C@@H:3]1[C@H:8]([CH3:9])[CH2:7][CH2:6][CH2:5][N:4]1[C:10]([C:12]1[CH:17]=[C:16]([CH3:18])[CH:15]=[CH:14][C:13]=1[C:38]1[N:42]([CH3:43])[N:41]=[CH:40][CH:39]=1)=[O:11]. Procedure details: The title compound was synthesized following the same general protocol as described for ((2S,3R)-2-(aminomethyl)-3-methylpiperidin-1-yl)(5-methyl-2-(3-(trifluoromethyl)-1H-1,2,4-triazol-1-yl)phenyl)methanone in Example A51, starting from 5-methyl-2-(1-methyl-1H-pyrazol-5-yl)benzoic acid. ESI-MS (m/z): 327 [M+1]+. Starting materials: [N+](=O)([O-])C=1C=C(C=CC1N)C1=C(C=CC=C1)C(F)(F)F (3-Nitro-2′-trifluoromethyl-biphenyl-4-ylamine), C(C)#N (acetonitrile), C1CC(=O)N(C1=O)Cl (NCS). The solvent is CCOC(=O)C (EtOAc). Conditions: temperature 80 celsius. Yields the product ClC=1C=C(C=C(C1N)[N+](=O)[O-])C1=C(C=CC=C1)C(F)(F)F (3-Chloro-5-nitro-2′-trifluoromethyl-biphenyl-4-ylamine). Isolated yield 49.0%. RXN SMILES: [N+:1]([C:4]1[CH:5]=[C:6]([C:11]2[CH:16]=[CH:15][CH:14]=[CH:13][C:12]=2[C:17]([F:20])([F:19])[F:18])[CH:7]=[CH:8][C:9]=1[NH2:10])([O-:3])=[O:2].C(#N)C.C1C(=O)N([Cl:31])C(=O)C1>CCOC(C)=O>[Cl:31][C:8]1[CH:7]=[C:6]([C:11]2[CH:16]=[CH:15][CH:14]=[CH:13][C:12]=2[C:17]([F:18])([F:19])[F:20])[CH:5]=[C:4]([N+:1]([O-:3])=[O:2])[C:9]=1[NH2:10]. Procedure details: The procedure of Nickson, T. E. et al. (Synthesis 1985, 669-670) was used. 3-Nitro-2′-trifluoromethyl-biphenyl-4-ylamine (12.7 g, 45.0 mmol, as prepared in the previous step) was placed in a 250 mL round-bottom flask equipped with a magnetic stir bar and a reflux condenser, and dry acetonitrile (150 mL) was added. The solid was allowed to dissolve, and NCS (1.5 eq., 9.02 g, 67.5 mmol) was added as a solid. The reaction was heated at 80° C. for 3 days. The reaction was cooled to RT, diluted with ... The reactants are [NH4+].[Cl-] (NH4Cl), C1(=CC=CC=C1)[Mg]Br (phenyl magnesium bromide), CCOCC (ether), C1(CC1)CN1CCC(CC1)CC(=O)C1=CC=C(C=C1)F (1-(Cyclopropylmethyl)-4-(2'-(4"-fluorophenyl)-2'-oxoethyl)piperidine). Solvent: O1CCCC1 (tetrahydrofuran). Yields the product C1(CC1)CN1CCC(CC1)CC(O)(C1=CC=CC=C1)C1=CC=C(C=C1)F (1-(Cyclopropylmethyl)-4-(2'-(4"-fluorophenyl)-2'-phenyl-2'-hydroxyethyl)piperidine). RXN SMILES: [CH:1]1([CH2:4][N:5]2[CH2:10][CH2:9][CH:8]([CH2:11][C:12]([C:14]3[CH:19]=[CH:18][C:17]([F:20])=[CH:16][CH:15]=3)=[O:13])[CH2:7][CH2:6]2)[CH2:3][CH2:2]1.[C:21]1([Mg]Br)[CH:26]=[CH:25][CH:24]=[CH:23][CH:22]=1.CCOCC.[NH4+].[Cl-]>O1CCCC1>[CH:1]1([CH2:4][N:5]2[CH2:6][CH2:7][CH:8]([CH2:11][C:12]([C:14]3[CH:19]=[CH:18][C:17]([F:20])=[CH:16][CH:15]=3)([C:21]3[CH:26]=[CH:25][CH:24]=[CH:23][CH:22]=3)[OH:13])[CH2:9][CH2:10]2)[CH2:3][CH2:2]1 |f:3.4|. Procedure details: 1-(Cyclopropylmethyl)-4-(2'-(4"-fluorophenyl)-2'-oxoethyl)piperidine (Example 429, 1.0 g, 3.6 mmol) was mixed with dry tetrahydrofuran (10 mL). A solution of phenyl magnesium bromide in ether (3.0M, 3 mL, 9 mmol) was added with stirring. The reaction mixture was stirred for 24 h; poured onto a saturated NH4Cl solution and extracted with ethyl acetate three times. The combined organic layers were dried over magnesium sulfate and filtered. Solvent was removed in vacuo. Trituration with ether-hexan... The reactants are C(C(=O)OCC)(=O)OCC (diethyl oxalate), S(O)(O)(=O)=O (sulfuric acid), OCC(=O)C1=CC=CC=C1 (2-hydroxyacetophenone), solution, CC[O-].[Na+] (sodium ethylate). The solvent is C1(=CC=CC=C1)C (toluene), O (water), C(C)O (ethanol). Run at temperature 60 celsius, time 30 minute. The product is O=C1C=C(OC2=CC=CC=C12)C(=O)OCC (ethyl 4-oxochromene-2-carboxylate). The yield is 189.8%. RXN SMILES: [C:1]([O:8][CH2:9][CH3:10])(=[O:7])[C:2]([O:4][CH2:5][CH3:6])=O.O[CH2:12][C:13]([C:15]1C=C[CH:18]=[CH:17][CH:16]=1)=[O:14].CC[O-].[Na+].S(=O)(=O)(O)O>C(O)C.O.C1(C)C=CC=CC=1>[O:14]=[C:13]1[C:15]2[C:5](=[CH:6][CH:18]=[CH:17][CH:16]=2)[O:4][C:2]([C:1]([O:8][CH2:9][CH3:10])=[O:7])=[CH:12]1 |f:2.3|. Reported procedure: In a mixture containing 180 g of toluene and 12.0 g of diethyl oxalate was dissolved 30 g of 2-hydroxyacetophenone, to which 65.0 g of a 20% solution of sodium ethylate in ethanol was added dropwise. After completion of the reaction 13 g of 98% sulfuric acid was subsequently added, and the mixture was stirred at 60° C. for about 30 minutes. Then 140 g of water was added, and the mixture was subjected to separation of the organic layer. The resultant organic layer was concentrated, after which 55...